This data is from the Open Reaction Database (ORD), a public repository of structured organic reaction records. The task is: describe an organic reaction: reactants, conditions, products, and yield The reactants are NC1=NC2=C(C=3C=C(C=NC13)CCC1=C(C=C(C(=O)Cl)C=C1)C)C=CC(=C2)C (4-(2-(5-amino-8-methylbenzo[f][1,7]naphthyridin-2-yl)ethyl)-3-methylbenzoyl chloride), N (ammonia). The product is NC1=NC2=C(C=3C=C(C=NC13)CCC1=C(C=C(C(=O)N)C=C1)C)C=CC(=C2)C (4-(2-(5-Amino-8-methylbenzo[f][1,7]naphthyridin-2-yl)ethyl)-3-methylbenzamide). Reaction SMILES: [NH2:1][C:2]1[C:11]2[N:10]=[CH:9][C:8]([CH2:12][CH2:13][C:14]3[CH:22]=[CH:21][C:17]([C:18](Cl)=[O:19])=[CH:16][C:15]=3[CH3:23])=[CH:7][C:6]=2[C:5]2[CH:24]=[CH:25][C:26]([CH3:28])=[CH:27][C:4]=2[N:3]=1.[NH3:29]>>[NH2:1][C:2]1[C:11]2[N:10]=[CH:9][C:8]([CH2:12][CH2:13][C:14]3[CH:22]=[CH:21][C:17]([C:18]([NH2:29])=[O:19])=[CH:16][C:15]=3[CH3:23])=[CH:7][C:6]=2[C:5]2[CH:24]=[CH:25][C:26]([CH3:28])=[CH:27][C:4]=2[N:3]=1. Reported procedure: 4-(2-(5-Amino-8-methylbenzo[f][1,7]naphthyridin-2-yl)ethyl)-3-methylbenzamide was prepared from 4-(2-(5-amino-8-methylbenzo[f][1,7]naphthyridin-2-yl)ethyl)-3-methylbenzoyl chloride (Example 116/Step 2) and ammonia following the procedures described for Example 117. 1H NMR (CDCl3): δ 8.60 (s, 1H), 8.35 (s, 1H), 8.05 (d, 1H), 7.65 (s, 1H), 7.51-7.53 (m, 2H), 7.13-7.21 (m, 2H), 3.09-3.16 (m, 4H), 2.51 (s, 3H), 2.34 (s, 3H). LRMS [M+H]=371.2 Reactants: BrCCCBr, C1=Cc2ccccc2C1, [Na+], [OH-]. Product: BrCCCC1=CCc2ccccc21. Reaction SMILES: [Br:10][CH2:11][CH2:12][CH2:13][Br:14].[CH2:1]1[CH:2]=[CH:3][c:4]2[cH:5][cH:6][cH:7][cH:8][c:9]21.[Na+:16].[OH-:15]>>[C:1]1([CH2:13][CH2:12][CH2:11][Br:10])=[CH:2][CH2:3][c:4]2[cH:5][cH:6][cH:7][cH:8][c:9]21. The reactants are CCCCCC (n-hexane), C(C=C)(=O)[O-] (acrylate), N(=NC(C#N)(C)C)C(C#N)(C)C (azobisisobutyronitrile), ( 1 ), [H][H] (hydrogen), O1CCOCC1 (1,4-dioxane). The solvent is O1CCCC1 (tetrahydrofuran). Product: C(C=C)(=O)OCCOC (methoxyethyl acrylate). As a reaction SMILES: [C:1]([O-:5])(=[O:4])[CH:2]=[CH2:3].[H][H].N(C(C)(C)C#N)=NC(C)(C)C#N.CCCCCC.[O:26]1[CH2:31]CO[CH2:28][CH2:27]1>O1CCCC1>[C:1]([O:5][CH2:28][CH2:27][O:26][CH3:31])(=[O:4])[CH:2]=[CH2:3]. Procedure: Polymethoxyethyl acrylate having a constitutional unit of the above formula (1) in which R1 is hydrogen, R2 is a methyl group and m is 1 was synthesized. Specifically, 15 g of methoxyethyl acrylate was polymerized in 60 g of 1,4-dioxane at 75° C. for 10 hours with nitrogen bubbling by using azobisisobutyronitrile (0.1% by mass) as an initiator. After the polymerization was completed, the resultant was added dropwise to n-hexane to form a precipitate, and thus the product was isolated. The produc...